From a dataset of the Open Reaction Database (ORD), a public repository of structured organic reaction records. describe an organic reaction: reactants, conditions, products, and yield Starting materials: BrC1=C(C#N)C=C(C=C1)[N+](=O)[O-] (2-bromo-5-nitrobenzonitrile), C(C(C)C)B(O)O (isobutylboronic acid), C([O-])([O-])=O.[Cs+].[Cs+] (cesium carbonate), PdCl2 (dppf)-CH2Cl2. Run in C1(=CC=CC=C1)C (toluene), C(C)OCC (diethyl ether), O (water), O (water). Run at temperature 100 celsius, time 18 hour. Yields the product C(C(C)C)C1=C(C#N)C=C(C=C1)[N+](=O)[O-] (2-isobutyl-5-nitrobenzonitrile). Yield: 58.9%. As a reaction SMILES: Br[C:2]1[CH:9]=[CH:8][C:7]([N+:10]([O-:12])=[O:11])=[CH:6][C:3]=1[C:4]#[N:5].[CH2:13](B(O)O)[CH:14]([CH3:16])[CH3:15].C(=O)([O-])[O-].[Cs+].[Cs+]>C1(C)C=CC=CC=1.O.C(OCC)C>[CH2:13]([C:2]1[CH:9]=[CH:8][C:7]([N+:10]([O-:12])=[O:11])=[CH:6][C:3]=1[C:4]#[N:5])[CH:14]([CH3:16])[CH3:15] |f:2.3.4|. Procedure: Under an argon gas atmosphere, 2-bromo-5-nitrobenzonitrile (2.0 g), isobutylboronic acid (988 mg), cesium carbonate (5.7 g), and PdCl2 (dppf)-CH2Cl2 (720 mg) were dissolved in toluene (25 ml) and water (1 ml). The mixture was stirred at 100° C. for 18 hours. After the mixture was cooled to room temperature, the mixture was diluted with diethyl ether and water followed by the step of extraction/separation. The organic layer was washed with 1 N-hydrochloric acid, 5 N-sodium hydroxide aqueous solut... Reactants: C([O-])([O-])=O.[Na+].[Na+] (sodium carbonate), ClC1=C(C=NC2=CC(=C(C=C12)OCC)OCC)C#N (4-chloro-6,7-diethoxy-quinoline-3-carbonitrile), NC=1C=CC2=C(S(C=C2)(=O)=O)C1 (6-Amino-1,1-dioxobenzo[b]thiophene), Cl.N1=CC=CC=C1 (pyridine hydrochloride), ice water. Procedure: A solution of 400 mg (1.44 mM) of 4-chloro-6,7-diethoxy-quinoline-3-carbonitrile, 230 mg (1.54 mM) of 6-Amino-1,1-dioxobenzo[b]thiophene and 161 mg of pyridine hydrochloride in 12 ml of 2-methoxyethanol was refluxed for 6 hours. To the warm solution was added 1 ml of 1M sodium carbonate and the sample was heated for 5 minutes at 100° C., then poured into 300 ml of ice water. The solid was collected, washed with water followed by ether and dried under vacuum at 80° C. The solid was dissolved in a... Yields the product O=S1(C2=C(C=C1)C=CC(=C2)NC2=C(C=NC1=CC(=C(C=C21)OCC)OCC)C#N)=O (4-(1,1-Dioxo-1H-benzo[b]thiophen-6-ylamino)-6,7-diethoxy-quinoline-3-carbonitrile). Run in CC(=O)C (acetone), COCCO (2-methoxyethanol), CCCCCC (hexane). Reaction conditions: temperature 100 celsius. RXN SMILES: Cl[C:2]1[C:11]2[C:6](=[CH:7][C:8]([O:15][CH2:16][CH3:17])=[C:9]([O:12][CH2:13][CH3:14])[CH:10]=2)[N:5]=[CH:4][C:3]=1[C:18]#[N:19].[NH2:20][C:21]1[CH:22]=[CH:23][C:24]2[CH:28]=[CH:27][S:26](=[O:30])(=[O:29])[C:25]=2[CH:31]=1.Cl.N1C=CC=CC=1.C(=O)([O-])[O-].[Na+].[Na+]>COCCO.CCCCCC.CC(C)=O>[O:29]=[S:26]1(=[O:30])[CH:27]=[CH:28][C:24]2[CH:23]=[CH:22][C:21]([NH:20][C:2]3[C:11]4[C:6](=[CH:7][C:8]([O:15][CH2:16][CH3:17])=[C:9]([O:12][CH2:13][CH3:14])[CH:10]=4)[N:5]=[CH:4][C:3]=3[C:18]#[N:19])=[CH:31][C:25]1=2 |f:2.3,4.5.6|. The reactants are O=C([O-])[O-], CCCCO, CS(=O)(=O)c1ccc(-c2cc(C(F)(F)F)nc(S(C)(=O)=O)n2)cc1, CC(=O)O, [K+], [K+], O. Yields the product CCCCOc1nc(-c2ccc(S(C)(=O)=O)cc2)cc(C(F)(F)F)n1. As a reaction SMILES: [C:25](=[O:26])([O-:27])[O-:28].[CH2:36]([CH2:37][CH2:38][CH3:39])[OH:40].[CH3:1][S:2](=[O:3])(=[O:4])[c:5]1[n:6][c:7]([C:21]([F:22])([F:23])[F:24])[cH:8][c:9](-[c:11]2[cH:12][cH:13][c:14]([S:17](=[O:18])(=[O:19])[CH3:20])[cH:15][cH:16]2)[n:10]1.[CH3:31][C:32](=[O:33])[OH:34].[K+:29].[K+:30].[OH2:35]>>[c:5]1([O:40][CH2:36][CH2:37][CH2:38][CH3:39])[n:6][c:7]([C:21]([F:22])([F:23])[F:24])[cH:8][c:9](-[c:11]2[cH:12][cH:13][c:14]([S:17](=[O:18])(=[O:19])[CH3:20])[cH:15][cH:16]2)[n:10]1. Starting materials: C(C)(C)(C)NC(=O)C1=CN(C2=NC=C(N=C21)NC2=C(C=C(C=C2)C)F)COCC[Si](C)(C)C (N-tert-butyl-2-(2-fluoro-4-methylphenylamino)-5-((2-(trimethylsilyl)ethoxy)methyl)-5H-pyrrolo[2,3-b]pyrazine-7-carboxamide), FC(C(=O)O)(F)F (trifluoroacetic acid). Run in ClCCl (dichloromethane), CO (methanol), [OH-].[NH4+] (ammonium hydroxide), ClCCl (dichloromethane). Conditions: time 16 hour. Yields the product C(C)(C)(C)NC(=O)C1=CNC2=NC=C(N=C21)NC2=C(C=C(C=C2)C)F (N-tert-butyl-2-(2-fluoro-4-methylphenylamino)-5H-pyrrolo[2,3-b]pyrazine-7-carboxamide). Yield: 92.4%. As a reaction SMILES: [C:1]([NH:5][C:6]([C:8]1[C:16]2[C:11](=[N:12][CH:13]=[C:14]([NH:17][C:18]3[CH:23]=[CH:22][C:21]([CH3:24])=[CH:20][C:19]=3[F:25])[N:15]=2)[N:10](COCC[Si](C)(C)C)[CH:9]=1)=[O:7])([CH3:4])([CH3:3])[CH3:2].FC(F)(F)C(O)=O>ClCCl.CO.[OH-].[NH4+]>[C:1]([NH:5][C:6]([C:8]1[C:16]2[C:11](=[N:12][CH:13]=[C:14]([NH:17][C:18]3[CH:23]=[CH:22][C:21]([CH3:24])=[CH:20][C:19]=3[F:25])[N:15]=2)[NH:10][CH:9]=1)=[O:7])([CH3:4])([CH3:3])[CH3:2] |f:4.5|. Procedure: To a solution of N-tert-butyl-2-(2-fluoro-4-methylphenylamino)-5-((2-(trimethylsilyl)ethoxy)methyl)-5H-pyrrolo[2,3-b]pyrazine-7-carboxamide (87 mg, 184 μmol) in dichloromethane (3 mL) was added trifluoroacetic acid (421 mg, 284 μL, 3.69 mmol) and the mixture stirred at room temperature for 16 h. The reaction mixture was concentrated in vacuo and the residue obtained diluted with dichloromethane (3 mL), methanol (1.5 mL) and ammonium hydroxide (0.4 mL) and stirred at room temperature for 1 h. The... The reactants are C1(CCCCC1)CC(C(=O)O)N1N=CC(=CC1=O)OC1=C(C=CC=C1F)F (3-cyclohexyl-2-[4-(2,6-difluoro-phenoxy)-6-oxo-6H-pyridazin-1-yl]-propionic acid), C(C)(C)(C)[Si](OCCN1N=C(C=C1)N)(C)C (1-[2-(tert-butyl-dimethyl-silanyloxy)-ethyl]-1H-pyrazol-3-ylamine), C1(CCCCC1)CC(C(=O)O)N1N=CC(=CC1=O)OC1=C(C=CC=C1F)F (3-cyclohexyl-2-[4-(2,6-difluoro-phenoxy)-6-oxo-6H-pyridazin-1-yl]-propionic acid), C(C)(C)(C)[Si](OCCN1N=C(C=C1)N)(C)C (1-[2-(tert-butyl-dimethyl-silanyloxy)-ethyl]-1H-pyrazol-3-ylamine). The product is C(C)(C)(C)[Si](OCCN1N=C(C=C1)NC(C(CC1CCCCC1)N1N=CC(=CC1=O)OC1=C(C=CC=C1F)F)=O)(C)C (N-{1-[2-(tert-butyl-dimethyl-silanyloxy)-ethyl]-1H-pyrazol-3-yl}-3-cyclohexyl-2-[4-(2,6-difluoro-phenoxy)-6-oxo-6H-pyridazin-1-yl]-propionamide). Yield: 65.0%. RXN SMILES: [CH:1]1([CH2:7][CH:8]([N:12]2[C:17](=[O:18])[CH:16]=[C:15]([O:19][C:20]3[C:25]([F:26])=[CH:24][CH:23]=[CH:22][C:21]=3[F:27])[CH:14]=[N:13]2)[C:9](O)=[O:10])[CH2:6][CH2:5][CH2:4][CH2:3][CH2:2]1.[C:28]([Si:32]([CH3:43])([CH3:42])[O:33][CH2:34][CH2:35][N:36]1[CH:40]=[CH:39][C:38]([NH2:41])=[N:37]1)([CH3:31])([CH3:30])[CH3:29]>>[C:28]([Si:32]([CH3:43])([CH3:42])[O:33][CH2:34][CH2:35][N:36]1[CH:40]=[CH:39][C:38]([NH:41][C:9](=[O:10])[CH:8]([N:12]2[C:17](=[O:18])[CH:16]=[C:15]([O:19][C:20]3[C:21]([F:27])=[CH:22][CH:23]=[CH:24][C:25]=3[F:26])[CH:14]=[N:13]2)[CH2:7][CH:1]2[CH2:6][CH2:5][CH2:4][CH2:3][CH2:2]2)=[N:37]1)([CH3:31])([CH3:30])[CH3:29]. Reported procedure: Using the method described in Example 49, 3-cyclohexyl-2-[4-(2,6-difluoro-phenoxy)-6-oxo-6H-pyridazin-1-yl]-propionic acid (Intermediate 33) and 1-[2-(tert-butyl-dimethyl-silanyloxy)-ethyl]-1H-pyrazol-3-ylamine (Intermediate 3) afforded N-{1-[2-(tert-butyl-dimethyl-silanyloxy)-ethyl]-1H-pyrazol-3-yl}-3-cyclohexyl-2-[4-(2,6-difluoro-phenoxy)-6-oxo-6H-pyridazin-1-yl]-propionamide as a white solid (1.42 g, 65%); ES+-HRMS m/e calcd for C30H41N5O4SiF2 [M+H+] 602.2969 found 602.2971. 1H NMR (300 MHz, ... Starting materials: COC(=O)C1=CN=C(N1C)Br (Methyl-2-bromo-1-methyl-1H-imidazole-5-carboxylate), C1(=CC=CC=C1)B(O)O (phenylboronic acid), C(=O)([O-])[O-].[K+].[K+] (K2CO3). Reagents/catalysts: C1=CC=C(C=C1)P([C-]2C=CC=C2)C3=CC=CC=C3.C1=CC=C(C=C1)P([C-]2C=CC=C2)C3=CC=CC=C3.Cl[Pd]Cl.[Fe+2] (PdCl2(dppf)). The solvent is C1(=CC=CC=C1)C.CCO (toluene EtOH). Run at temperature 100 celsius. Yields the product CN1C(=NC=C1C(=O)OC)C1=CC=CC=C1 (methyl 1-methyl-2-phenyl-1H-imidazole-5-carboxylate). Isolated yield 81.1%. RXN SMILES: [CH3:1][O:2][C:3]([C:5]1[N:9]([CH3:10])[C:8](Br)=[N:7][CH:6]=1)=[O:4].[C:12]1(B(O)O)[CH:17]=[CH:16][CH:15]=[CH:14][CH:13]=1.C([O-])([O-])=O.[K+].[K+]>C1(C)C=CC=CC=1.CCO.C1C=CC(P(C2C=CC=CC=2)[C-]2C=CC=C2)=CC=1.C1C=CC(P(C2C=CC=CC=2)[C-]2C=CC=C2)=CC=1.Cl[Pd]Cl.[Fe+2]>[CH3:10][N:9]1[C:5]([C:3]([O:2][CH3:1])=[O:4])=[CH:6][N:7]=[C:8]1[C:12]1[CH:17]=[CH:16][CH:15]=[CH:14][CH:13]=1 |f:2.3.4,5.6,7.8.9.10|. Procedure details: Methyl-2-bromo-1-methyl-1H-imidazole-5-carboxylate (1 g, 4.56 mmol) and phenylboronic acid (0.67 g, 5.48 mmol) were dissolved in toluene-EtOH (80 mL, 5:3 v/v) and the solution was purged with argon for 10 min. K2CO3 (10 mL, 2M solution) and catalytic PdCl2(dppf) (82 mg, 0.12 mmol) were added and the reaction mixture was heated to 100° C. for 1 h. The reaction mixture was then cooled to room temperature and concentrated under reduced pressure. The residue was diluted with water and washed with Et...